Dataset: the Open Reaction Database (ORD), a public repository of structured organic reaction records. Task: describe an organic reaction: reactants, conditions, products, and yield Reactants: O=C([O-])[O-], CCOC(=O)c1oc2ccc(CC)c(O)c2c1C, CI, [K+], [K+], CN(C)C=O, O. Product: CCOC(=O)c1oc2ccc(CC)c(OC)c2c1C. Reaction SMILES: [C:19](=[O:20])([O-:21])[O-:22].[CH3:1][c:2]1[c:3]([C:14](=[O:15])[O:16][CH2:17][CH3:18])[o:4][c:5]2[c:6]1[c:7]([OH:13])[c:8]([CH2:11][CH3:12])[cH:9][cH:10]2.[I:25][CH3:26].[K+:23].[K+:24].[O:27]=[CH:28][N:29]([CH3:30])[CH3:31].[OH2:32]>>[CH3:1][c:2]1[c:3]([C:14](=[O:15])[O:16][CH2:17][CH3:18])[o:4][c:5]2[c:6]1[c:7]([O:13][CH3:19])[c:8]([CH2:11][CH3:12])[cH:9][cH:10]2.